Dataset: the Open Reaction Database (ORD), a public repository of structured organic reaction records. Task: describe an organic reaction: reactants, conditions, products, and yield The reactants are C1(=CC=CC=C1)C(N1N=NN=C1C1=C(C=CC=C1)C1=CC=C(C=C1)CBr)(C1=CC=CC=C1)C1=CC=CC=C1 (N-(triphenylmethyl)-5-[4'-(bromomethyl)biphenyl-2-yl]tetrazole), O (water), N1CCOCC1.OC=1C=C(C(=O)O)C=CC1[N+](=O)[O-] (3-hydroxy-4-nitrobenzoic acid morpholine), [H-].[Na+] (sodium hydride). The solvent is CN(C=O)C (N,N-dimethylformamide), CN(C=O)C (N,N-dimethylformamide). Conditions: time 15 minute. Yields the product C1(=CC=CC=C1)C(N1N=NN=C1C1=C(C=CC=C1)C1=CC=C(C=C1)COC=1C=C(C(=O)N2CCOCC2)C=CC1[N+](=O)[O-])(C1=CC=CC=C1)C1=CC=CC=C1 (3-[[2'-(1-triphenylmethyltetrazol-5-yl)biphenyl-4-yl]methyloxy]-4-nitrobenzoic acid morpholide). The yield is 101.9%. RXN SMILES: [NH:1]1[CH2:6][CH2:5][O:4][CH2:3][CH2:2]1.[OH:7][C:8]1[CH:9]=[C:10]([CH:14]=[CH:15][C:16]=1[N+:17]([O-:19])=[O:18])[C:11]([OH:13])=O.[H-].[Na+].[C:22]1([C:28]([C:54]2[CH:59]=[CH:58][CH:57]=[CH:56][CH:55]=2)([C:48]2[CH:53]=[CH:52][CH:51]=[CH:50][CH:49]=2)[N:29]2[C:33]([C:34]3[CH:39]=[CH:38][CH:37]=[CH:36][C:35]=3[C:40]3[CH:45]=[CH:44][C:43]([CH2:46]Br)=[CH:42][CH:41]=3)=[N:32][N:31]=[N:30]2)[CH:27]=[CH:26][CH:25]=[CH:24][CH:23]=1.O>CN(C)C=O>[C:54]1([C:28]([C:22]2[CH:27]=[CH:26][CH:25]=[CH:24][CH:23]=2)([C:48]2[CH:49]=[CH:50][CH:51]=[CH:52][CH:53]=2)[N:29]2[C:33]([C:34]3[CH:39]=[CH:38][CH:37]=[CH:36][C:35]=3[C:40]3[CH:45]=[CH:44][C:43]([CH2:46][O:7][C:8]4[CH:9]=[C:10]([CH:14]=[CH:15][C:16]=4[N+:17]([O-:19])=[O:18])[C:11]([N:1]4[CH2:6][CH2:5][O:4][CH2:3][CH2:2]4)=[O:13])=[CH:42][CH:41]=3)=[N:32][N:31]=[N:30]2)[CH:59]=[CH:58][CH:57]=[CH:56][CH:55]=1 |f:0.1,2.3|. Procedure: The compound ([3]-(32)-587) (0.99 g) prepared in Example 36 was dissolved in dry N,N-dimethylformamide (19 ml), and 50% sodium hydride (0.20 g) was added to the solution. The mixture was stirred at room temperature for 15 minutes. A solution of N-(triphenylmethyl)-5-[4'-(bromomethyl)biphenyl-2-yl]tetrazole (2.19 g) in N,N-dimethylformamide (6.5 ml) was added to the solution. The mixture was stirred at room temperature for 39 hours. The reaction mixture was added to water (50 ml), and extracted w... Reactants: ClC1=CC=C(C=C1)C(C#N)CCC=1SC=CC1 (2-(4-chlorophenyl)-4-(2-thienyl)butyronitrile), Cl.ClCN1N=CN=C1 (1-(chloromethyl)-1,2,4-triazole hydrochloride), [H-].[Na+] (sodium hydride), CN(C)C=O (DMF). The solvent is O (Water), CCCCCC (hexane), CCOCC (ether). Yields the product ClC1=CC=C(C=C1)C(CN1N=CN=C1)(CCC=1SC=CC1)C#N (1-[2-(4-Chlorophenyl)-2-cyano-4-(2-thienyl)butyl]-1,2,4-triazole). As a reaction SMILES: [H-].[Na+].[Cl:3][C:4]1[CH:9]=[CH:8][C:7]([CH:10]([CH2:13][CH2:14][C:15]2[S:16][CH:17]=[CH:18][CH:19]=2)[C:11]#[N:12])=[CH:6][CH:5]=1.CN(C=O)C.Cl.Cl[CH2:27][N:28]1[CH:32]=[N:31][CH:30]=[N:29]1>CCCCCC.CCOCC.O>[Cl:3][C:4]1[CH:5]=[CH:6][C:7]([C:10]([C:11]#[N:12])([CH2:13][CH2:14][C:15]2[S:16][CH:17]=[CH:18][CH:19]=2)[CH2:27][N:28]2[CH:32]=[N:31][CH:30]=[N:29]2)=[CH:8][CH:9]=1 |f:0.1,4.5|. Procedure: To a flask under a nitrogen atmosphere was added, with stirring, 1.5 g. (0.036 mole) of 60% sodium hydride, washed twice with hexane to remove the original mineral oil, in 30 ml. of dry DMF. To this slurry at room temperature was added 3.36 g. (12.8 mmoles) of 2-(4-chlorophenyl)-4-(2-thienyl)butyronitrile in 30 ml. of DMF over 10 minutes. After stirring for 30 minutes, 2.15 g. (14.08 mmoles) of 1-(chloromethyl)-1,2,4-triazole hydrochloride was added in two portions and stirred for another 60 min... Reactants: COC(=O)CBr, OCc1ccc(-c2nc3ccc(C4(c5ccccc5)CC4)nc3s2)c(F)c1, [H-], [Na+], CN(C)C=O. The product is COC(=O)COCc1ccc(-c2nc3ccc(C4(c5ccccc5)CC4)nc3s2)c(F)c1. As a reaction SMILES: [Br:30][CH2:31][C:32](=[O:33])[O:34][CH3:35].[F:3][c:4]1[cH:5][c:6]([CH2:28][OH:29])[cH:7][cH:8][c:9]1-[c:10]1[s:11][c:12]2[n:13][c:14]([C:19]3([c:22]4[cH:23][cH:24][cH:25][cH:26][cH:27]4)[CH2:20][CH2:21]3)[cH:15][cH:16][c:17]2[n:18]1.[H-:1].[Na+:2].[O:36]=[CH:37][N:38]([CH3:39])[CH3:40]>>[F:3][c:4]1[cH:5][c:6]([CH2:28][O:29][CH2:31][C:32](=[O:33])[O:34][CH3:35])[cH:7][cH:8][c:9]1-[c:10]1[s:11][c:12]2[n:13][c:14]([C:19]3([c:22]4[cH:23][cH:24][cH:25][cH:26][cH:27]4)[CH2:20][CH2:21]3)[cH:15][cH:16][c:17]2[n:18]1. Starting materials: Cl (HCl), CCOCC (ether), [Br-].N1=C(C=CC=C1)[Zn+] (2- pyridylzinc bromide), BrC1=CC=C(C=C1)N1N=C(N=N1)C1=NC=CC=C1 (2-[2-(4-bromophenyl)-2H-tetrazol-5-yl]pyridine), [Br-].N1=C(C=CC=C1)[Zn+] (2-pyridylzinc bromide), tetrakis-(triphenylphosphine)palladium(0). Run in C1CCOC1 (THF), C1CCOC1 (THF). Conditions: temperature 60 celsius, time 4 hour. Yields the product N1=C(C=CC=C1)C1=CC=C(C=C1)N1N=C(N=N1)C1=NC=CC=C1 (2-[2-(4-Pyridin-2-ylphenyl)-2H-tetrazol-5-yl]pyridine). As a reaction SMILES: Br[C:2]1[CH:7]=[CH:6][C:5]([N:8]2[N:12]=[N:11][C:10]([C:13]3[CH:18]=[CH:17][CH:16]=[CH:15][N:14]=3)=[N:9]2)=[CH:4][CH:3]=1.[Br-].[N:20]1[CH:25]=[CH:24][CH:23]=[CH:22][C:21]=1[Zn+].Cl.CCOCC>C1COCC1>[N:20]1[CH:25]=[CH:24][CH:23]=[CH:22][C:21]=1[C:2]1[CH:7]=[CH:6][C:5]([N:8]2[N:12]=[N:11][C:10]([C:13]3[CH:18]=[CH:17][CH:16]=[CH:15][N:14]=3)=[N:9]2)=[CH:4][CH:3]=1 |f:1.2|. Procedure details: A solution of 2-[2-(4-bromophenyl)-2H-tetrazol-5-yl]pyridine (300 mg, 1 mmol), 2-pyridylzinc bromide (0.5M in THF, 2 mL) and tetrakis-(triphenylphosphine)palladium(0) (100 mg, 0.085 mmol) in anhydrous THF (10 mL) was degassed for 15 min and heated to 60° C. After 4 hours, a further equivalent of 2- pyridylzinc bromide (0.5M in THF, 2 mL) was added and the reaction mixture was heated at reflux overnight. The reaction mixture was then quenched with brine (25 mL), extracted with EtOAc (3×25 mL), dr... Reported procedure: A solution of (±)-3-{4-[2-cyclohexyl-1-(4′-trifluoromethyl-biphenyl-4-yl)-ethoxy]-benzoylamino}-propionic acid tert-butyl ester (0.0910 g, 0.153 mmol) in dimethylformamide (1.0 mL) at 0° C. was treated with NaH (1 small spatula tip). After 25 min., MeI (0.0240 mL, 0.385 mmol) is added and the reaction is stirred for 1 h. The reaction mixture is quenched with saturated NH4Cl (aq) (2 μL) and extracted with EtOAc (3×10 mL). Combined extracts are washed with brine (1×), dried over MgSO4, filtered, a... RXN SMILES: [C:1]([O:5][C:6](=[O:43])[CH2:7][CH2:8][NH:9][C:10](=[O:42])[C:11]1[CH:16]=[CH:15][C:14]([O:17][CH:18]([C:26]2[CH:31]=[CH:30][C:29]([C:32]3[CH:37]=[CH:36][C:35]([C:38]([F:41])([F:40])[F:39])=[CH:34][CH:33]=3)=[CH:28][CH:27]=2)[CH2:19][CH:20]2[CH2:25][CH2:24][CH2:23][CH2:22][CH2:21]2)=[CH:13][CH:12]=1)([CH3:4])([CH3:3])[CH3:2].[H-].[Na+].[CH3:46]I>CN(C)C=O>[C:1]([O:5][C:6](=[O:43])[CH2:7][CH2:8][N:9]([C:10](=[O:42])[C:11]1[CH:12]=[CH:13][C:14]([O:17][CH:18]([C:26]2[CH:27]=[CH:28][C:29]([C:32]3[CH:37]=[CH:36][C:35]([C:38]([F:41])([F:40])[F:39])=[CH:34][CH:33]=3)=[CH:30][CH:31]=2)[CH2:19][CH:20]2[CH2:21][CH2:22][CH2:23][CH2:24][CH2:25]2)=[CH:15][CH:16]=1)[CH3:46])([CH3:4])([CH3:2])[CH3:3] |f:1.2|. The yield is 7.9%. Run at time 25 minute. Solvent: CN(C=O)C (dimethylformamide). The product is C(C)(C)(C)OC(CCN(C)C(C1=CC=C(C=C1)OC(CC1CCCCC1)C1=CC=C(C=C1)C1=CC=C(C=C1)C(F)(F)F)=O)=O ((±)-3-({4-[2-cyclohexyl-1-(4′-trifluoromethyl-biphenyl-4-yl)-ethoxy]-benzoyl}-methyl-amino)-propionic acid tert-butyl ester). Reactants: C(C)(C)(C)OC(CCNC(C1=CC=C(C=C1)OC(CC1CCCCC1)C1=CC=C(C=C1)C1=CC=C(C=C1)C(F)(F)F)=O)=O ((±)-3-{4-[2-cyclohexyl-1-(4′-trifluoromethyl-biphenyl-4-yl)-ethoxy]-benzoylamino}-propionic acid tert-butyl ester), [H-].[Na+] (NaH), CI (MeI). The reactants are [NH4+].[OH-] (NH4OH), CP(C)C (trimethylphosphine), [NH4+].[Br-] (NH4Br), [NH4+].[OH-] (NH4OH), C1(=CC=CC=C1)P(=O)(C1=CC=CC=C1)N=[N+]=[N-] (diphenylphosphoryl azide), N12CCCCCC2=NCCC1 (1,8-diazabicyclo[5.4.0]undec-7-ene), C[C@H]1CCC[C@@]2([C@@H](O2)C[C@H](OC(=O)C[C@@H](C(C(=O)[C@@H]([C@H]1O)C)(C)C)O)/C(=C/C3=CSC(=N3)CO)/C)C (epothilone F). Run in CCOC(=O)C (EtOAc), O1CCCC1 (tetrahydrofuran). Conditions: temperature 35 celsius, time 5 minute. Product: C[C@H]1CCC[C@@]2([C@@H](O2)C[C@H](OC(=O)C[C@@H](C(C(=O)[C@@H]([C@H]1O)C)(C)C)O)/C(=C/C3=CSC(=N3)CN)/C)C (21-amino epothilone B). Yield: 100.3%. Reaction SMILES: [CH3:1][C@@H:2]1[C@H:20]([OH:21])[C@@H:19]([CH3:22])[C:17](=[O:18])[C:16]([CH3:24])([CH3:23])[C@@H:15]([OH:25])[CH2:14][C:12](=[O:13])[O:11][C@H:10](/[C:26](/[CH3:35])=[CH:27]/[C:28]2[N:32]=[C:31]([CH2:33]O)[S:30][CH:29]=2)[CH2:9][C@@H:7]2[O:8][C@:6]2([CH3:36])[CH2:5][CH2:4][CH2:3]1.C1(P([N:51]=[N+]=[N-])(C2C=CC=CC=2)=O)C=CC=CC=1.N12CCCN=C1CCCCC2.[NH4+].[Br-].[NH4+].[OH-].CP(C)C>O1CCCC1.CCOC(C)=O>[CH3:1][C@@H:2]1[C@H:20]([OH:21])[C@@H:19]([CH3:22])[C:17](=[O:18])[C:16]([CH3:24])([CH3:23])[C@@H:15]([OH:25])[CH2:14][C:12](=[O:13])[O:11][C@H:10](/[C:26](/[CH3:35])=[CH:27]/[C:28]2[N:32]=[C:31]([CH2:33][NH2:51])[S:30][CH:29]=2)[CH2:9][C@@H:7]2[O:8][C@:6]2([CH3:36])[CH2:5][CH2:4][CH2:3]1 |f:3.4,5.6|. Reported procedure: To a stirred suspension of epothilone F (2.5 g, 4.77 mmol, 86.2% potency) in tetrahydrofuran (25 ml) was added diphenylphosphoryl azide (1.14 ml, 1.45 g, 5.25 mmol, 1.1 equivalents) at room temperature. The mixture was stirred for approximately 5 min. 1,8-diazabicyclo[5.4.0]undec-7-ene (0.86 ml, 0.87 g, 5.73 mmol, 1.2 equivalents) was then added over 10 min. The mixture was stirred for 10 min. and then allowed to warm to 35° C. and stirred for 6.5 hours. The mixture was cooled to 10° C., and a m...